describe an organic reaction: reactants, conditions, products, and yield From a dataset of the Open Reaction Database (ORD), a public repository of structured organic reaction records. Reactants: [N+](=O)([O-])C=1C=NC=CC1C=1C=C(C(=O)NC(C)(C)C2=CC=CC=C2)C=CC1 (3-(3-nitropyridin-4-yl)-N-(2-phenylpropan-2-yl)benzamide). Reagents/catalysts: [Pd] (Pd/C). Run in CO (methanol). Reaction conditions: time 2 hour. Product: NC=1C=NC=CC1C=1C=C(C(=O)NC(C)(C)C2=CC=CC=C2)C=CC1 (3-(3-aminopyridin-4-yl)-N-(2-phenylpropan-2-yl)benzamide). RXN SMILES: [N+:1]([C:4]1[CH:5]=[N:6][CH:7]=[CH:8][C:9]=1[C:10]1[CH:11]=[C:12]([CH:25]=[CH:26][CH:27]=1)[C:13]([NH:15][C:16]([C:19]1[CH:24]=[CH:23][CH:22]=[CH:21][CH:20]=1)([CH3:18])[CH3:17])=[O:14])([O-])=O>[Pd].CO>[NH2:1][C:4]1[CH:5]=[N:6][CH:7]=[CH:8][C:9]=1[C:10]1[CH:11]=[C:12]([CH:25]=[CH:26][CH:27]=1)[C:13]([NH:15][C:16]([C:19]1[CH:24]=[CH:23][CH:22]=[CH:21][CH:20]=1)([CH3:18])[CH3:17])=[O:14]. Procedure details: To a solution containing 3-(3-nitropyridin-4-yl)-N-(2-phenylpropan-2-yl)benzamide (2.0 g, 5.5 mmol) and methanol (18.5 mL) was added 10% Pd/C (1.6 g, 0.76 mmol, wet, 50% water) in one portion under a nitrogen atmosphere. The reaction mixture was stirred for 2 h under an atmosphere of hydrogen gas (balloon), filtered and concentrated to afford 3-(3-aminopyridin-4-yl)-N-(2-phenylpropan-2-yl)benzamide as a pale yellow oil which was used without further purification. 1H NMR (400 MHz, DMSO-D6) δ ppm ... Starting materials: CC(C)(C)OC(=O)NC1CCN(c2ccc(O)cc2)C1=O, O=C([O-])[O-], Fc1cccc(F)c1CBr, [K+], [K+]. Yields the product CC(C)(C)OC(=O)NC1CCN(c2ccc(OCc3c(F)cccc3F)cc2)C1=O. Reaction SMILES: [C:1]([CH3:2])([CH3:3])([CH3:4])[O:5][C:6]([NH:7][CH:8]1[C:9](=[O:20])[N:10]([c:13]2[cH:14][cH:15][c:16]([OH:19])[cH:17][cH:18]2)[CH2:11][CH2:12]1)=[O:21].[C:32](=[O:33])([O-:34])[O-:35].[F:22][c:23]1[c:24]([CH2:25][Br:26])[c:27]([F:31])[cH:28][cH:29][cH:30]1.[K+:36].[K+:37]>>[C:1]([CH3:2])([CH3:3])([CH3:4])[O:5][C:6]([NH:7][CH:8]1[C:9](=[O:20])[N:10]([c:13]2[cH:14][cH:15][c:16]([O:19][CH2:25][c:24]3[c:23]([F:22])[cH:30][cH:29][cH:28][c:27]3[F:31])[cH:17][cH:18]2)[CH2:11][CH2:12]1)=[O:21]. The reactants are O=C1NC2=CC=CC=C2C=C1C1CCN(CC1)C(=O)O[C@@H](C(=O)OC)CC1=CC2=CN(N=C2C(=C1)C)COC ((R)-1-Methoxy-3-(2-(methoxymethyl)-7-methyl-2H-indazol-5-yl)-1-oxopropan-2-yl 4-(2-oxo-1,2-dihydroquinolin-3-yl)piperidine-1-carboxylate), [BH4-].[Li+] (lithium borohydride). The product is O=C1NC2=CC=CC=C2C=C1C1CCN(CC1)C(=O)O[C@@H](CO)CC1=CC2=CN(N=C2C(=C1)C)COC ((R)-1-Hydroxy-3-(2-(methoxymethyl)-7-methyl-2H-indazol-5-yl)propan-2-yl 4-(2-oxo-1,2-dihydroquinolin-3-yl)piperidine-1-carboxylate). Solvent: O1CCCC1 (tetrahydrofuran). Reaction conditions: temperature 0 celsius, time 30 minute. RXN SMILES: [O:1]=[C:2]1[C:11]([CH:12]2[CH2:17][CH2:16][N:15]([C:18]([O:20][C@H:21]([CH2:26][C:27]3[CH:35]=[C:34]([CH3:36])[C:33]4[C:29](=[CH:30][N:31]([CH2:37][O:38][CH3:39])[N:32]=4)[CH:28]=3)[C:22](OC)=[O:23])=[O:19])[CH2:14][CH2:13]2)=[CH:10][C:9]2[C:4](=[CH:5][CH:6]=[CH:7][CH:8]=2)[NH:3]1.[BH4-].[Li+]>O1CCCC1>[O:1]=[C:2]1[C:11]([CH:12]2[CH2:13][CH2:14][N:15]([C:18]([O:20][C@H:21]([CH2:26][C:27]3[CH:35]=[C:34]([CH3:36])[C:33]4[C:29](=[CH:30][N:31]([CH2:37][O:38][CH3:39])[N:32]=4)[CH:28]=3)[CH2:22][OH:23])=[O:19])[CH2:16][CH2:17]2)=[CH:10][C:9]2[C:4](=[CH:5][CH:6]=[CH:7][CH:8]=2)[NH:3]1 |f:1.2|. Procedure details: (R)-1-Methoxy-3-(2-(methoxymethyl)-7-methyl-2H-indazol-5-yl)-1-oxopropan-2-yl 4-(2-oxo-1,2-dihydroquinolin-3-yl)piperidine-1-carboxylate (0.70 g, 1.32 mmol) was dissolved in tetrahydrofuran (10 mL) and cooled to 0° C. To this solution was added lithium borohydride (0.12 g, 4.0 equiv). After 30 min, the ice bath was removed and the mixture stirred at room temperature for 3 h. The reaction mixture was diluted with ethyl acetate and carefully quenched with 10% citric acid. The organic layer was sep... The reactants are FC1=C(C=CC(=C1)F)C(CN1N=CN=C1)(C(C)C1=CC(=NC=C1)NC(=O)OCC)O (2-(2,4-Difluorophenyl)-3-(2-ethoxycarbonylaminopyridin-4-yl)-1-(1H-1,2,4-triazol-1-yl)butan-2-ol), [OH-].[Na+] (sodium hydroxide). The solvent is CCOCC (ether), C(C)O (ethanol). Product: NC1=NC=CC(=C1)C(C(CN1N=CN=C1)(O)C1=C(C=C(C=C1)F)F)C (3-(2-Aminopyridin-4-yl)-2-(2,4-difluorophenyl)-1-(1H-1,2,4-triazol-1-yl)butan-2-ol). As a reaction SMILES: [F:1][C:2]1[CH:7]=[C:6]([F:8])[CH:5]=[CH:4][C:3]=1[C:9]([OH:30])([CH:16]([C:18]1[CH:23]=[CH:22][N:21]=[C:20]([NH:24]C(OCC)=O)[CH:19]=1)[CH3:17])[CH2:10][N:11]1[CH:15]=[N:14][CH:13]=[N:12]1.[OH-].[Na+]>C(O)C.CCOCC>[NH2:24][C:20]1[CH:19]=[C:18]([CH:16]([CH3:17])[C:9]([C:3]2[CH:4]=[CH:5][C:6]([F:8])=[CH:7][C:2]=2[F:1])([OH:30])[CH2:10][N:11]2[CH:15]=[N:14][CH:13]=[N:12]2)[CH:23]=[CH:22][N:21]=1 |f:1.2|. Procedure: A solution of the product of Example 19 (0.80 g) in ethanol (30 ml) containing 40% sodium hydroxide solution (2.0 ml) was heated under reflux for 2 hours and then evaporated. Water was added to the residue and the mixture was extracted several times with ethyl acetate. The combined organic extracts were dried (MgSO4) and evaporated to give a gum. The gum was dissolved in ether and the title compound, (0.45 g), crystallised on standing, m.p. 182°-185°. Reactants: NC=1OC[C@@]2(C3=CC(=CC=C3OC=3C(=CC(=CC23)O)F)C=2C(=NC=CC2)F)N1 ((S)-2-amino-4′-fluoro-7′-(2-fluoropyridin-3-yl)-5H-spiro[oxazole-4,9′-xanthen]-2′-ol), C([O-])([O-])=O.[Cs+].[Cs+] (cesium carbonate), CN(C)C=O (DMF), FC(S(=O)(=O)OCC(C)(C)C#N)(F)F (2-cyano-2-methylpropyl trifluoromethanesulfonate). The solvent is O (water), CCOC(=O)C (EtOAc). Conditions: time 15 minute. Yields the product NC=1OC[C@]2(C3=CC(=CC(=C3OC=3C=CC(=CC23)C=2C(=NC=CC2)F)F)OCC(C#N)(C)C)N1 ((S)-3-(2-amino-5′-fluoro-2′-(2-fluoropyridin-3-yl)-5H-spiro[oxazole-4,9′-xanthene]-7′-yloxy)-2,2-dimethylpropanenitrile). Reaction SMILES: [NH2:1][C:2]1[O:3][CH2:4][C@@:5]2([N:28]=1)[C:18]1[CH:17]=[C:16]([OH:19])[CH:15]=[C:14]([F:20])[C:13]=1[O:12][C:11]1[C:6]2=[CH:7][C:8]([C:21]2[C:22]([F:27])=[N:23][CH:24]=[CH:25][CH:26]=2)=[CH:9][CH:10]=1.C(=O)([O-])[O-].[Cs+].[Cs+].CN(C=O)C.FC(F)(F)S(O[CH2:46][C:47]([C:50]#[N:51])([CH3:49])[CH3:48])(=O)=O>O.CCOC(C)=O>[NH2:1][C:2]1[O:3][CH2:4][C@:5]2([N:28]=1)[C:6]1[CH:7]=[C:8]([C:21]3[C:22]([F:27])=[N:23][CH:24]=[CH:25][CH:26]=3)[CH:9]=[CH:10][C:11]=1[O:12][C:13]1[C:18]2=[CH:17][C:16]([O:19][CH2:46][C:47]([CH3:49])([CH3:48])[C:50]#[N:51])=[CH:15][C:14]=1[F:20] |f:1.2.3|. Reported procedure: A vial was charged with (S)-2-amino-4′-fluoro-7′-(2-fluoropyridin-3-yl)-5H-spiro[oxazole-4,9′-xanthen]-2′-ol (45.0 mg, 0.118 mmol), cesium carbonate (57.7 mg, 0.177 mmol), and DMF (787 μL). The mixture was stirred vigorously for 15 min, then 2-cyano-2-methylpropyl trifluoromethanesulfonate (22.56 μL, 0.130 mmol) was added via syringe. The resulting mixture was stirred at room temperature for 19 hours before being diluted with water (10 mL) and EtOAc (10 mL). The layers were separated, and the aq... Starting materials: COC1=C(CNC2=NC=NS2)C=CC(=C1)OC (N-(2,4-dimethoxybenzyl)-1,2,4-thiadiazol-5-amine), S1N=CN=C1N (1,2,4-thiadiazol-5-amine), N1=CN=C(C=C1)N (pyrimidin-4-amine). The product is COC1=CC=C(CNC2=NC=NC=C2)C=C1 (N-(4-methoxybenzyl)pyrimidin-4-amine). RXN SMILES: CO[C:3]1[CH:15]=[C:14]([O:16][CH3:17])[CH:13]=[CH:12][C:4]=1[CH2:5][NH:6][C:7]1S[N:10]=[CH:9][N:8]=1.S1C(N)=NC=N1.N1C=[CH:28][C:27](N)=NC=1>>[CH3:17][O:16][C:14]1[CH:13]=[CH:12][C:4]([CH2:5][NH:6][C:7]2[CH:28]=[CH:27][N:10]=[CH:9][N:8]=2)=[CH:3][CH:15]=1. Procedure details: N-(4-methoxybenzyl)pyrimidin-4-amine (INTERMEDIATE AC) was prepared in a manner analogous to INTERMEDIATE A wherein 1,2,4-thiadiazol-5-amine was replaced with pyrimidin-4-amine